From a dataset of the Open Reaction Database (ORD), a public repository of structured organic reaction records. describe an organic reaction: reactants, conditions, products, and yield The reactants are [Cl-].[Cl-].[Cl-].[Al+3] (aluminum trichloride), C(C)C1=C(C=O)C(=CC=C1)CC (2,6-diethyl-benzaldehyde), BrBr (bromine). Run in ClCCl (dichloromethane), ClCCl (dichloromethane). Conditions: temperature 40 celsius. Product: BrC=1C(=C(C=O)C(=CC1)CC)CC (3-Bromo-2,6-diethyl-benzaldehyde). RXN SMILES: [Cl-].[Cl-].[Cl-].[Al+3].[CH2:5]([C:7]1[CH:14]=[CH:13][CH:12]=[C:11]([CH2:15][CH3:16])[C:8]=1[CH:9]=[O:10])[CH3:6].[Br:17]Br>ClCCl>[Br:17][C:14]1[C:7]([CH2:5][CH3:6])=[C:8]([C:11]([CH2:15][CH3:16])=[CH:12][CH:13]=1)[CH:9]=[O:10] |f:0.1.2.3|. Reported procedure: To a solution of 8.01 g (60 mmol) aluminum trichloride in 10 ml dichloromethane were added at ambient temperature drop-wise 5.52 g (34 mmol) 2,6-diethyl-benzaldehyde (Example 1 c)); exothermic reaction. To the resulting dark red solution was added slowly drop-wise a solution of 5.5 g (34 mmol) bromine in 7 ml dichloromethane; strong exothermic reaction. Then the mixture was heated to 40° C. for 3 hours. The reaction mixture was cooled to ambient temperature and poured onto ice. The organic phase... Reactants: CC1(C)CC(OCCBr)CC(C)(C)N1, Oc1ccc(-c2nc3ccccc3s2)cc1. Reaction SMILES: [Br:17][CH2:18][CH2:19][O:20][CH:21]1[CH2:22][C:23]([CH3:29])([CH3:30])[NH:24][C:25]([CH3:27])([CH3:28])[CH2:26]1.[OH:1][c:2]1[cH:3][cH:4][c:5](-[c:8]2[s:9][c:10]3[c:11]([n:12]2)[cH:13][cH:14][cH:15][cH:16]3)[cH:6][cH:7]1>>[O:1]([c:2]1[cH:3][cH:4][c:5](-[c:8]2[s:9][c:10]3[c:11]([n:12]2)[cH:13][cH:14][cH:15][cH:16]3)[cH:6][cH:7]1)[CH2:18][CH2:19][O:20][CH:21]1[CH2:22][C:23]([CH3:29])([CH3:30])[NH:24][C:25]([CH3:27])([CH3:28])[CH2:26]1. Yields the product CC1(C)CC(OCCOc2ccc(-c3nc4ccccc4s3)cc2)CC(C)(C)N1. Starting materials: C(C)(=O)Cl (Acetyl chloride), ice, N1=CC=C(C=C1)N1CC2(CC1)CCN(CC2)C(=O)OC(C)(C)C (tert-butyl 2-(pyridin-4-yl)-2,8-diazaspiro[4.5]decane-8-carboxylate). Solvent: C(C)O (ethanol). Reaction conditions: time 8 hour. Yields the product Cl.Cl.N1=CC=C(C=C1)N1CC2(CC1)CCNCC2 (2-(Pyridin-4-yl)-2,8-diazaspiro[4.5]decane dihydrochloride). Isolated yield 98.0%. RXN SMILES: C([Cl:4])(=O)C.[N:5]1[CH:10]=[CH:9][C:8]([N:11]2[CH2:15][CH2:14][C:13]3([CH2:20][CH2:19][N:18](C(OC(C)(C)C)=O)[CH2:17][CH2:16]3)[CH2:12]2)=[CH:7][CH:6]=1>C(O)C>[ClH:4].[ClH:4].[N:5]1[CH:6]=[CH:7][C:8]([N:11]2[CH2:15][CH2:14][C:13]3([CH2:20][CH2:19][NH:18][CH2:17][CH2:16]3)[CH2:12]2)=[CH:9][CH:10]=1 |f:3.4.5|. Procedure: Acetyl chloride (5 eq.) was added to an ice-cold solution of tert-butyl 2-(pyridin-4-yl)-2,8-diazaspiro[4.5]decane-8-carboxylate (3.78 mmol, 1 eq.) in ethanol (14 ml). The reaction mixture was stirred at room temperature overnight. The solvent was concentrated in vacuo and the residue was dissolved in ethanol/acetone (2:1, 30 ml). The white solid which precipitated was filtered out, washed with diethyl ether and dried in vacuo. Yield: 98% Reactants: [Li]N([Si](C)(C)C)[Si](C)(C)C (lithiohexamethyldisilazane), aldehyde, C[Si](N[Si](C)(C)C)(C)C (hexamethyldisilazane), C(CCC)[Li] (n-butyllithium), C(C)[Mg]Br (ethyl magnesium bromide), C[Si](C1=CC=C(C=O)C=C1)(C)C (4-(trimethylsilyl)benzaldehyde). Solvent: O1CCCC1 (tetrahydrofuran), O1CCCC1 (tetrahydrofuran). Yields the product C(C)C(N)C1=CC=C(C=C1)[Si](C)(C)C (α-ethyl-4-(trimethylsilyl)benzenemethanamine), oil. The yield is 27.0%. RXN SMILES: C[Si](C)(C)[NH:3][Si](C)(C)C.[CH2:10]([Li])[CH2:11][CH2:12][CH3:13].[CH3:15][Si:16]([CH3:26])([CH3:25])[C:17]1[CH:24]=[CH:23]C(C=O)=[CH:19][CH:18]=1.[Li]N([Si](C)(C)C)[Si](C)(C)C.C([Mg]Br)C>O1CCCC1>[CH2:12]([CH:11]([C:10]1[CH:23]=[CH:24][C:17]([Si:16]([CH3:26])([CH3:25])[CH3:15])=[CH:18][CH:19]=1)[NH2:3])[CH3:13]. Reported procedure: To a solution of hexamethyldisilazane (4.3 mL, 20 mmole) in tetrahydrofuran (5 mL) at 0° C. was added n-butyllithium (8.4 mL of 2.5M, 21 mmole) dropwise. The mixture was allowed to warm to room temperature for 20 minutes and then recooled to 0° C. In a separate flask, the product of Step B (3.0 g, 17 mmole) in tetrahydrofuran (10 mL) was cooled to 0° C. The lithiohexamethyldisilazane solution was added via cannula to the aldehyde solution. The reaction mixture was warmed to 22° C. for 20 minutes...